Dataset: the Open Reaction Database (ORD), a public repository of structured organic reaction records. Task: describe an organic reaction: reactants, conditions, products, and yield Reported procedure: Reaction of equimolar amounts of 5,5-dimethyl-1,3-cyclohexanedione with benzenesulfonylisocyanate in benzene according to the procedure of Example 1 affords 5,5-DIMETHYL-2-(N-BENZENESULFONYLCARBAMOYL)1,3-CYCLOHEXANEDIONE, m.p. 101°-103° C. (corr.). The product is CC1(CC(C(C(C1)=O)C(NS(=O)(=O)C1=CC=CC=C1)=O)=O)C (5,5-DIMETHYL-2-(N-BENZENESULFONYLCARBAMOYL)1,3-CYCLOHEXANEDIONE). RXN SMILES: [CH3:1][C:2]1([CH3:10])[CH2:7][C:6](=[O:8])[CH2:5][C:4](=[O:9])[CH2:3]1.[C:11]1([S:17]([N:20]=[C:21]=[O:22])(=[O:19])=[O:18])[CH:16]=[CH:15][CH:14]=[CH:13][CH:12]=1>C1C=CC=CC=1>[CH3:1][C:2]1([CH3:10])[CH2:7][C:6](=[O:8])[CH:5]([C:21](=[O:22])[NH:20][S:17]([C:11]2[CH:16]=[CH:15][CH:14]=[CH:13][CH:12]=2)(=[O:18])=[O:19])[C:4](=[O:9])[CH2:3]1. Starting materials: CC1(CC(CC(C1)=O)=O)C (5,5-dimethyl-1,3-cyclohexanedione), C1(=CC=CC=C1)S(=O)(=O)N=C=O (benzenesulfonylisocyanate). Solvent: C1=CC=CC=C1 (benzene). Starting materials: C1CCOC1 (THF), CN1C(C=C(C(=C1)OCOC)[C@H]1[C@@H](CN(CC1)C(=O)OC(C)(C)C)C(=O)OCC)=O (trans-1-(1,1-dimethylethyl) 3-ethyl 4-(1-methyl-5-{[(methyloxy)methyl]oxy}-2-oxo-1,2-dihydro-4-pyridinyl)-1,3-piperidinedicarboxylate), [OH-].[Li+] (lithium hydroxide). Run in CO (MeOH). Conditions: time 24 hour. Yields the product CC(C)(C)OC(=O)N1C[C@H]([C@@H](CC1)C1=CC(N(C=C1OCOC)C)=O)C(=O)O (trans-1-{[(1,1-Dimethylethyl)oxy]carbonyl}-4-(1-methyl-5-{[(methyloxy)methyl]oxy}-2-oxo-1,2-dihydro-4-pyridinyl)-3-piperidinecarboxylic acid). RXN SMILES: C1COCC1.[CH3:6][N:7]1[CH:12]=[C:11]([O:13][CH2:14][O:15][CH3:16])[C:10]([C@@H:17]2[CH2:22][CH2:21][N:20]([C:23]([O:25][C:26]([CH3:29])([CH3:28])[CH3:27])=[O:24])[CH2:19][C@H:18]2[C:30]([O:32]CC)=[O:31])=[CH:9][C:8]1=[O:35].[OH-].[Li+]>CO>[CH3:29][C:26]([O:25][C:23]([N:20]1[CH2:21][CH2:22][C@@H:17]([C:10]2[C:11]([O:13][CH2:14][O:15][CH3:16])=[CH:12][N:7]([CH3:6])[C:8](=[O:35])[CH:9]=2)[C@H:18]([C:30]([OH:32])=[O:31])[CH2:19]1)=[O:24])([CH3:27])[CH3:28] |f:2.3|. Reported procedure: To a 3:2 (v/v) THF:MeOH solution (0.04 M) of trans-1-(1,1-dimethylethyl) 3-ethyl 4-(1-methyl-5-{[(methyloxy)methyl]oxy}-2-oxo-1,2-dihydro-4-pyridinyl)-1,3-piperidinedicarboxylate (1 eq.) from the previous step was added lithium hydroxide (1 M aq. solution, 3 eq.). The resulting cloudy solution was stirred vigorously at RT for 24 h. The volatiles were then removed in vacuo and the residue was partitioned between EtOAc and 10% aq. HCl. The aqueous layer was separated and back-extracted with EtOAc.... The reactants are CC(=O)O[BH-](OC(C)=O)OC(C)=O, CC(=O)O, ClCCCl, ClCCl, [Na+], O=c1[nH]c2ccccc2n1C1CCNCC1, CC(C)(c1cncnc1)N1CCC(=O)CC1. Product: CC(C)(c1cncnc1)N1CCC(N2CCC(n3c(=O)[nH]c4ccccc43)CC2)CC1. Reaction SMILES: [C:37]([O:38][BH-:39]([O:40][C:41](=[O:42])[CH3:43])[O:44][C:45](=[O:46])[CH3:47])(=[O:48])[CH3:49].[CH3:54][C:55](=[O:56])[OH:57].[Cl:33][CH2:34][CH2:35][Cl:36].[Cl:51][CH2:52][Cl:53].[Na+:50].[O:17]=[c:18]1[nH:19][c:20]2[c:21]([n:22]1[CH:23]1[CH2:24][CH2:25][NH:26][CH2:27][CH2:28]1)[cH:29][cH:30][cH:31][cH:32]2.[n:1]1[cH:2][n:3][cH:4][c:5]([C:7]([CH3:8])([CH3:9])[N:10]2[CH2:11][CH2:12][C:13](=[O:16])[CH2:14][CH2:15]2)[cH:6]1>>[n:1]1[cH:2][n:3][cH:4][c:5]([C:7]([CH3:8])([CH3:9])[N:10]2[CH2:11][CH2:12][CH:13]([N:26]3[CH2:25][CH2:24][CH:23]([n:22]4[c:18](=[O:17])[nH:19][c:20]5[c:21]4[cH:29][cH:30][cH:31][cH:32]5)[CH2:28][CH2:27]3)[CH2:14][CH2:15]2)[cH:6]1. Procedure details: 180 mg of 5-(2,6-difluorophenyl)-7-fluoro-N-(piperidin-4-yl)-2-([2-(trimethylsilyl)ethoxy]methyl}-2H-pyrazolo[4,3-c]isoquinolin-3-amine, 2 ml of DME and 41 mg of sulphamide are mixed and microwave-heated at 150° C. for 1 h. The mixture is poured into water, extracted with AcOEt, washed with saturated NaCl solution, dried over MgSO4, filtered and concentrated under RP. The product is purified by flash chromatography on silica gel (15-40 μm), eluting with a DCM/methanol/aqueous ammonia mixture (95... As a reaction SMILES: [F:1][C:2]1[CH:7]=[CH:6][CH:5]=[C:4]([F:8])[C:3]=1[C:9]1[C:18]2[CH:17]=[C:16]([F:19])[CH:15]=[CH:14][C:13]=2[C:12]2=[N:20][N:21]([CH2:30][O:31][CH2:32][CH2:33][Si:34]([CH3:37])([CH3:36])[CH3:35])[C:22]([NH:23][CH:24]3[CH2:29][CH2:28][NH:27][CH2:26][CH2:25]3)=[C:11]2[N:10]=1.COCCOC.[S:44](N)([NH2:47])(=[O:46])=[O:45]>O>[F:8][C:4]1[CH:5]=[CH:6][CH:7]=[C:2]([F:1])[C:3]=1[C:9]1[C:18]2[CH:17]=[C:16]([F:19])[CH:15]=[CH:14][C:13]=2[C:12]2=[N:20][N:21]([CH2:30][O:31][CH2:32][CH2:33][Si:34]([CH3:37])([CH3:36])[CH3:35])[C:22]([NH:23][CH:24]3[CH2:25][CH2:26][N:27]([S:44]([NH2:47])(=[O:46])=[O:45])[CH2:28][CH2:29]3)=[C:11]2[N:10]=1. The solvent is O (water). The yield is 88.4%. The product is FC1=C(C(=CC=C1)F)C1=NC=2C(C=3C=CC(=CC13)F)=NN(C2NC2CCN(CC2)S(=O)(=O)N)COCC[Si](C)(C)C (4-{[5-(2,6-difluorophenyl)-7-fluoro-2-{[2-(trimethylsilyl)ethoxy]methyl}-2H-pyrazolo[4,3-c]isoquinolin-3-yl]amino}piperidine-1-sulphonamide). Conditions: temperature 150 celsius. Starting materials: FC1=C(C(=CC=C1)F)C1=NC=2C(C=3C=CC(=CC13)F)=NN(C2NC2CCNCC2)COCC[Si](C)(C)C (5-(2,6-difluorophenyl)-7-fluoro-N-(piperidin-4-yl)-2-([2-(trimethylsilyl)ethoxy]methyl}-2H-pyrazolo[4,3-c]isoquinolin-3-amine), COCCOC (DME), S(=O)(=O)(N)N (sulphamide).